This data is from the Open Reaction Database (ORD), a public repository of structured organic reaction records. The task is: describe an organic reaction: reactants, conditions, products, and yield The reactants are C(C(C)C)(=O)N[C@@H](CSC(C1=CC=CC=C1)(C1=CC=CC=C1)C1=CC=CC=C1)C(=O)O (N-isobutyryl-S-trityl-L-cysteine), Cl.C(C(C)(C)C)(=O)SCCN (S-pivaloylcysteamine hydrochloride). The product is C(C(C)C)(=O)N[C@@H](CSC(C1=CC=CC=C1)(C1=CC=CC=C1)C1=CC=CC=C1)C(=O)NCCSC(C(C)(C)C)=O (N-(N-isobutyryl-S-trityl-L-cysteinyl)-S-pivaloylcysteamine), AcOEt petroleum ether. Isolated yield 70.0%. As a reaction SMILES: [C:1]([NH:6][C@H:7]([C:29]([OH:31])=O)[CH2:8][S:9][C:10]([C:23]1[CH:28]=[CH:27][CH:26]=[CH:25][CH:24]=1)([C:17]1[CH:22]=[CH:21][CH:20]=[CH:19][CH:18]=1)[C:11]1[CH:16]=[CH:15][CH:14]=[CH:13][CH:12]=1)(=[O:5])[CH:2]([CH3:4])[CH3:3].Cl.[C:33]([S:39][CH2:40][CH2:41][NH2:42])(=[O:38])[C:34]([CH3:37])([CH3:36])[CH3:35]>>[C:1]([NH:6][C@H:7]([C:29]([NH:42][CH2:41][CH2:40][S:39][C:33](=[O:38])[C:34]([CH3:37])([CH3:36])[CH3:35])=[O:31])[CH2:8][S:9][C:10]([C:17]1[CH:18]=[CH:19][CH:20]=[CH:21][CH:22]=1)([C:23]1[CH:24]=[CH:25][CH:26]=[CH:27][CH:28]=1)[C:11]1[CH:16]=[CH:15][CH:14]=[CH:13][CH:12]=1)(=[O:5])[CH:2]([CH3:4])[CH3:3] |f:1.2|. Procedure details: The coupling reaction of 13 (3.93 mmol) of S-pivaloylcysteamine hydrochloride is carried out according to method B described in the first synthetic route (example 1). After the various treatments, the expected compound is isolated by flash chromatography on a silica gel column (eluent: AcOEt/petroleum ether 70%). 16 is collected in the form of a foam which, after trituration in hexane, provides a colorless powder (Yd=88%). Rf (CH2Cl2/ether, 6/4): 0.82. M.p.=85-88° C. [α]D20=+5.9° (c 1.02, CHCl3)... Reactants: C1CCOC1, COC(=O)c1cc2c(ncn2CCC(=O)N2CCCC2)c(F)c1Nc1ccc(Br)cc1Cl, CCOC(C)=O, Cl, [Li+], [OH-], O. Product: O=C(O)c1cc2c(ncn2CCC(=O)N2CCCC2)c(F)c1Nc1ccc(Br)cc1Cl. RXN SMILES: [CH2:36]1[O:37][CH2:38][CH2:39][CH2:40]1.[CH3:1][O:2][C:3](=[O:4])[c:5]1[cH:6][c:7]2[c:8]([n:9][cH:10][n:11]2[CH2:12][CH2:13][C:14]([N:15]2[CH2:16][CH2:17][CH2:18][CH2:19]2)=[O:20])[c:21]([F:32])[c:22]1[NH:23][c:24]1[c:25]([Cl:31])[cH:26][c:27]([Br:30])[cH:28][cH:29]1.[CH3:42][CH2:43][O:44][C:45]([CH3:46])=[O:47].[ClH:35].[Li+:34].[OH-:33].[OH2:41]>>[O:2]=[C:3]([OH:4])[c:5]1[cH:6][c:7]2[c:8]([n:9][cH:10][n:11]2[CH2:12][CH2:13][C:14]([N:15]2[CH2:16][CH2:17][CH2:18][CH2:19]2)=[O:20])[c:21]([F:32])[c:22]1[NH:23][c:24]1[c:25]([Cl:31])[cH:26][c:27]([Br:30])[cH:28][cH:29]1. Starting materials: C(C)(C)(C)OC(=O)N[C@@H](CO)C=C ((2R)-N-t-butoxycarbonyl-2-amino-3-butenol), [Si](C)(C)(C(C)(C)C)O[Si](C)(C)C(C)(C)C (t-butyldimethylsilyl ether), [N+](=[N-])=CC(=O)OCC (ethyl diazoacetate). Reagents/catalysts: C(C)(=O)[O-].[Pd+2].C(C)(=O)[O-] (Palladium(II) acetate), C(C)(=O)[O-].[Pd+2].C(C)(=O)[O-] (palladium(II) acetate). Solvent: CCOCC (ether), CCOCC (ether). The product is [Si](C)(C)(C(C)(C)C)O[Si](C)(C)C(C)(C)C (t-butyldimethylsilyl ether), C(C)(C)(C)OC(=O)N[C@@H](CO)C1(CC1)C(=O)OCC ((2R)-N-t-butoxycarbonyl-2-(ethoxycarbonylcyclopropyl)glycinol). Yield: 87.9%. RXN SMILES: [C:1]([O:5][C:6]([NH:8][C@H:9]([CH:12]=[CH2:13])[CH2:10][OH:11])=[O:7])([CH3:4])([CH3:3])[CH3:2].[N+](=C[C:17]([O:19][CH2:20][CH3:21])=[O:18])=[N-].[Si:22]([O:29][Si:30]([C:33]([CH3:36])([CH3:35])[CH3:34])([CH3:32])[CH3:31])([C:25]([CH3:28])([CH3:27])[CH3:26])([CH3:24])[CH3:23]>CCOCC.C([O-])(=O)C.[Pd+2].C([O-])(=O)C>[Si:22]([O:29][Si:30]([C:33]([CH3:36])([CH3:35])[CH3:34])([CH3:31])[CH3:32])([C:25]([CH3:27])([CH3:28])[CH3:26])([CH3:24])[CH3:23].[C:1]([O:5][C:6]([NH:8][C@H:9]([C:12]1([C:17]([O:19][CH2:20][CH3:21])=[O:18])[CH2:23][CH2:13]1)[CH2:10][OH:11])=[O:7])([CH3:4])([CH3:3])[CH3:2] |f:4.5.6|. Procedure details: Palladium(II) acetate (168 mg, 0.75 mmol) was dissolved in an ether solution (50 ml) of t-butyldimethylsilyl ether of (2R)-N-t-butoxycarbonyl-2-amino-3-butenol (3) (4.34 g, 15.0 mmol) and to this was added an ether solution (100 ml) of ethyl diazoacetate (17.1 g, 150 mmol) and palladium(II) acetate (168 mg, 0.75 mmol) over 3 hours. The insoluble material in the reaction mixture was filtered off and the filtrate was concentrated under reduced pressure to give an oily product. Purification of the ...